From a dataset of the Open Reaction Database (ORD), a public repository of structured organic reaction records. describe an organic reaction: reactants, conditions, products, and yield Starting materials: C(C1=CC=CC=C1)OC1=C2N(C(=NC1=O)CC1(CCCC1)C1=CC=C(C=C1)Cl)CCN(C2=O)CC2CC2 (9-benzyloxy-6-[1-(4-chlorophenyl)-cyclopentylmethyl]-2-cyclopropylmethyl-3,4-dihydro-2H-pyrazino[1,2-c]pyrimidine-1,8-dione), OS(=O)(=O)O (H2SO4), CCCCCC (hexane), CO (methanol). The solvent is C(C)(=O)O (acetic acid), ClCCl (dichloromethane), ClCCl (dichloromethane). Product: ClC1=CC=C(C=C1)C1(CCCC1)CC1=NC(C(=C2N1CCN(C2=O)CC2CC2)O)=O (6-[1-(4-chlorophenyl)-cyclopentylmethyl]-2-cyclopropylmethyl-9-hydroxy-3,4-dihydro-2H-pyrazino[1,2-c]pyrimidine-1,8-dione). Isolated yield 52.9%. Reaction SMILES: C([O:8][C:9]1[C:14](=[O:15])[N:13]=[C:12]([CH2:16][C:17]2([C:22]3[CH:27]=[CH:26][C:25]([Cl:28])=[CH:24][CH:23]=3)[CH2:21][CH2:20][CH2:19][CH2:18]2)[N:11]2[CH2:29][CH2:30][N:31]([CH2:34][CH:35]3[CH2:37][CH2:36]3)[C:32](=[O:33])[C:10]=12)C1C=CC=CC=1.OS(O)(=O)=O.CO.CCCCCC>C(O)(=O)C.ClCCl>[Cl:28][C:25]1[CH:26]=[CH:27][C:22]([C:17]2([CH2:16][C:12]3[N:11]4[CH2:29][CH2:30][N:31]([CH2:34][CH:35]5[CH2:36][CH2:37]5)[C:32](=[O:33])[C:10]4=[C:9]([OH:8])[C:14](=[O:15])[N:13]=3)[CH2:21][CH2:20][CH2:19][CH2:18]2)=[CH:23][CH:24]=1. Reported procedure: To a solution of 9-benzyloxy-6-[1-(4-chlorophenyl)-cyclopentylmethyl]-2-cyclopropylmethyl-3,4-dihydro-2H-pyrazino[1,2-c]pyrimidine-1,8-dione (331) (200 mg, 0.38 mmol) in acetic acid (6.0 mL) was added H2SO4 (0.05 mL) at 0° C. and the reaction mixture was stirred at room temperature for 2 h (TLC; 5% methanol in dichloromethane/UV/SiO2, Rf=0.3). The reaction mixture was quenched with NaHCO3 solution, diluted with water and extracted with ethyl acetate (2×50 mL). The organic part was washed with wa... Reactants: BrC1=CC(=C(C=C1)NC1=C2C=NNC2=CC=C1C(=O)O)F (4-(4-bromo-2-fluorophenylamino)-1H-indazole-5-carboxylic acid), C(=C)OCCON (O-(2-vinyloxy-ethyl)-hydroxylamine), CCN=C=NCCCN(C)C (EDCI), C=1C=CC2=C(C1)N=NN2O (HOBt), CCN(C(C)C)C(C)C (DIPEA). Solvent: CN(C)C=O (DMF). Run at time 4 hour. The product is C(=C)OCCONC(=O)C=1C(=C2C=NNC2=CC1)NC1=C(C=C(C=C1)Br)F (4-(4-Bromo-2-fluorophenylamino)-1H-indazole-5-carboxylic acid (2-vinyloxy-ethoxy)-amide). Isolated yield 66.8%. As a reaction SMILES: [Br:1][C:2]1[CH:7]=[CH:6][C:5]([NH:8][C:9]2[C:17]([C:18]([OH:20])=O)=[CH:16][CH:15]=[C:14]3[C:10]=2[CH:11]=[N:12][NH:13]3)=[C:4]([F:21])[CH:3]=1.[CH:22]([O:24][CH2:25][CH2:26][O:27][NH2:28])=[CH2:23].CCN=C=NCCCN(C)C.C1C=CC2N(O)N=NC=2C=1.CCN(C(C)C)C(C)C>CN(C=O)C>[CH:22]([O:24][CH2:25][CH2:26][O:27][NH:28][C:18]([C:17]1[C:9]([NH:8][C:5]2[CH:6]=[CH:7][C:2]([Br:1])=[CH:3][C:4]=2[F:21])=[C:10]2[C:14](=[CH:15][CH:16]=1)[NH:13][N:12]=[CH:11]2)=[O:20])=[CH2:23]. Procedure: To a solution of 4-(4-bromo-2-fluorophenylamino)-1H-indazole-5-carboxylic acid (115 mg, 0.33 mmol) and O-(2-vinyloxy-ethyl)-hydroxylamine (51 mg, 0.49 mmol) in DMF (3 mL) was added EDCI (69 mg, 0.36 mmol), HOBt (49 mg, 0.36 mmol) and DIPEA (61 μL, 0.36 mmol). The reaction mixture was stirred at room temperature for 4 hours before being concentrated in vacuo. The resultant residue was dissolved in ethyl acetate (10 mL), washed with aqueous saturated sodium bicarbonate solution (10 mL) and the aqu... Yields the product N#Cc1ccc(CCN2CCC(O)(CSc3ccc(C(=O)[O-])cc3)CC2)cc1, [Na+]. Reaction SMILES: [C:1](#[N:2])[c:3]1[cH:4][cH:5][c:6]([CH2:9][CH2:10][N:11]2[CH2:12][CH2:13][C:14]([OH:17])([CH2:18][S:19][c:20]3[cH:21][cH:22][c:23]([C:24](=[O:25])[O:26][CH3:27])[cH:28][cH:29]3)[CH2:15][CH2:16]2)[cH:7][cH:8]1.[CH3:30][OH:31].[Na+:33].[OH-:32].[OH2:34]>>[C:1](#[N:2])[c:3]1[cH:4][cH:5][c:6]([CH2:9][CH2:10][N:11]2[CH2:12][CH2:13][C:14]([OH:17])([CH2:18][S:19][c:20]3[cH:21][cH:22][c:23]([C:24](=[O:25])[O-:26])[cH:28][cH:29]3)[CH2:15][CH2:16]2)[cH:7][cH:8]1.[Na+:33]. The reactants are COC(=O)c1ccc(SCC2(O)CCN(CCc3ccc(C#N)cc3)CC2)cc1, CO, [Na+], [OH-], O.